From a dataset of the Open Reaction Database (ORD), a public repository of structured organic reaction records. describe an organic reaction: reactants, conditions, products, and yield Starting materials: C1(CC1)CN1C(NC2=C(C1=O)C=C(C=N2)I)=S (3-(cyclopropylmethyl)-2,3-dihydro-6-iodo-2-thioxopyrido[2,3-d]pyrimidin-4(1H)-one), C(CC)I (n-propyl iodide), C([O-])([O-])=O.[K+].[K+] (potassium carbonate). The solvent is CN(C)C=O (DMF). Run at time 8 hour. The product is C1(CC1)CN1C(=NC2=C(C1=O)C=C(C=N2)I)SCCC (3-(cyclopropylmethyl)-6-iodo-2-(propylthio)pyrido[2,3-d]pyrimidin-4(3H)-one). The yield is 89.6%. As a reaction SMILES: [CH:1]1([CH2:4][N:5]2[C:10](=[O:11])[C:9]3[CH:12]=[C:13]([I:16])[CH:14]=[N:15][C:8]=3[NH:7][C:6]2=[S:17])[CH2:3][CH2:2]1.[CH2:18](I)[CH2:19][CH3:20].C(=O)([O-])[O-].[K+].[K+]>CN(C=O)C>[CH:1]1([CH2:4][N:5]2[C:10](=[O:11])[C:9]3[CH:12]=[C:13]([I:16])[CH:14]=[N:15][C:8]=3[N:7]=[C:6]2[S:17][CH2:18][CH2:19][CH3:20])[CH2:2][CH2:3]1 |f:2.3.4|. Reported procedure: A mixture of the title compound of Step A (0.5 g, 1.39 mmol), n-propyl iodide (0.36 g, 2.09 mmol) and potassium carbonate (1.9 g, 13.9 mmol) in DMF (14 mL) were stirred at ambient temperature overnight. The reaction mixture was then concentrated to dryness in vacuo and the residue partitioned between 200 mL of ethyl acetate and 100 mL of H2O. The organic phase was separated, washed with saturated aqueous NaCl, dried over Na2SO4 and concentrated in vacuo to provide 0.5 g of crude product. Purific...